This data is from the Open Reaction Database (ORD), a public repository of structured organic reaction records. The task is: describe an organic reaction: reactants, conditions, products, and yield Starting materials: Cc1nc(Br)sc1C(=O)NCc1cccnc1, O=C([O-])[O-], Cc1ccccc1, ClCCl, [Cs+], [Cs+], O=C1NCCC1Cc1ccc(F)cc1. Yields the product Cc1nc(N2CCC(Cc3ccc(F)cc3)C2=O)sc1C(=O)NCc1cccnc1. RXN SMILES: [Br:15][c:16]1[s:17][c:18]([C:22](=[O:23])[NH:24][CH2:25][c:26]2[cH:27][n:28][cH:29][cH:30][cH:31]2)[c:19]([CH3:21])[n:20]1.[C:32](=[O:33])([O-:34])[O-:35].[CH3:41][c:42]1[cH:43][cH:44][cH:45][cH:46][cH:47]1.[Cl:38][CH2:39][Cl:40].[Cs+:36].[Cs+:37].[F:1][c:2]1[cH:3][cH:4][c:5]([CH2:6][CH:7]2[C:8](=[O:12])[NH:9][CH2:10][CH2:11]2)[cH:13][cH:14]1>>[F:1][c:2]1[cH:3][cH:4][c:5]([CH2:6][CH:7]2[C:8](=[O:12])[N:9]([c:16]3[s:17][c:18]([C:22](=[O:23])[NH:24][CH2:25][c:26]4[cH:27][n:28][cH:29][cH:30][cH:31]4)[c:19]([CH3:21])[n:20]3)[CH2:10][CH2:11]2)[cH:13][cH:14]1. The reactants are O=C([O-])[O-], C1COCCO1, Cl, [K+], [K+], CSc1nc(Cl)c(C(=O)NCC2CCCN2)c(Cl)n1. The product is CSc1nc(Cl)c2c(n1)N1CCCC1CNC2=O. As a reaction SMILES: [C:1](=[O:2])([O-:3])[O-:4].[CH2:27]1[O:28][CH2:29][CH2:30][O:31][CH2:32]1.[ClH:7].[K+:5].[K+:6].[NH:8]1[CH:9]([CH2:13][NH:14][C:15](=[O:16])[c:17]2[c:18]([Cl:26])[n:19][c:20]([S:24][CH3:25])[n:21][c:22]2[Cl:23])[CH2:10][CH2:11][CH2:12]1>>[N:8]12[CH:9]([CH2:10][CH2:11][CH2:12]1)[CH2:13][NH:14][C:15](=[O:16])[c:17]1[c:18]([Cl:26])[n:19][c:20]([S:24][CH3:25])[n:21][c:22]12. Starting materials: COC(=O)CS(=O)(=O)c1cc(C)ccc1[N+](=O)[O-], CO, [H][H], [Pd]. Product: COC(=O)CS(=O)(=O)c1cc(C)ccc1N. Reaction SMILES: [CH3:1][c:2]1[cH:3][cH:4][c:5]([N+:16]([O-:17])=[O:18])[c:6]([S:8](=[O:9])(=[O:10])[CH2:11][C:12](=[O:13])[O:14][CH3:15])[cH:7]1.[CH3:21][OH:22].[H:19][H:20].[Pd:23]>>[CH3:1][c:2]1[cH:3][cH:4][c:5]([NH2:16])[c:6]([S:8](=[O:9])(=[O:10])[CH2:11][C:12](=[O:13])[O:14][CH3:15])[cH:7]1.